Dataset: the Open Reaction Database (ORD), a public repository of structured organic reaction records. Task: describe an organic reaction: reactants, conditions, products, and yield Reactants: CC(C)(C)OC(=O)NC(CO)c1ccnc(Br)c1, CCCC[N+](CCCC)(CCCC)CCCC, C1CCOC1, CI, [Na+], [OH-], O, O=S(=O)([O-])O. The product is COCC(NC(=O)OC(C)(C)C)c1ccnc(Br)c1. Reaction SMILES: [C:1]([CH3:2])([CH3:3])([CH3:4])[O:5][C:6]([NH:7][CH:8]([CH2:9][OH:10])[c:11]1[cH:12][c:13]([Br:17])[n:14][cH:15][cH:16]1)=[O:18].[CH2:28]([N+:29]([CH2:30][CH2:31][CH2:32][CH3:33])([CH2:34][CH2:35][CH2:36][CH3:37])[CH2:38][CH2:39][CH2:40][CH3:41])[CH2:42][CH2:43][CH3:44].[CH2:45]1[O:46][CH2:47][CH2:48][CH2:49]1.[CH3:19][I:20].[Na+:22].[OH-:21].[OH2:50].[S:23]([O-:24])([OH:25])(=[O:26])=[O:27]>>[C:1]([CH3:2])([CH3:3])([CH3:4])[O:5][C:6]([NH:7][CH:8]([CH2:9][O:10][CH3:19])[c:11]1[cH:12][c:13]([Br:17])[n:14][cH:15][cH:16]1)=[O:18]. Starting materials: CC(C)=O, CC(O)c1ccc(Cl)cc1. The product is CC(=O)c1ccc(Cl)cc1. RXN SMILES: [CH3:11][C:12](=[O:13])[CH3:14].[Cl:1][c:2]1[cH:3][cH:4][c:5]([CH:8]([CH3:9])[OH:10])[cH:6][cH:7]1>>[Cl:1][c:2]1[cH:3][cH:4][c:5]([C:8]([CH3:9])=[O:10])[cH:6][cH:7]1. RXN SMILES: [C:1]([C:5]1[N:10]=[CH:9][C:8]([C:11]2[N:12]([C:32](Cl)=[O:33])[C@@:13]([C:25]3[CH:30]=[CH:29][C:28]([Cl:31])=[CH:27][CH:26]=3)([CH3:24])[C@@:14]([C:17]3[CH:22]=[CH:21][C:20]([Cl:23])=[CH:19][CH:18]=3)([CH3:16])[N:15]=2)=[C:7]([O:35][CH2:36][CH3:37])[CH:6]=1)([CH3:4])([CH3:3])[CH3:2].[NH:38]1[CH2:43][CH2:42][CH:41]([N:44]2[CH2:49][CH2:48][O:47][CH2:46][CH2:45]2)[CH2:40][CH2:39]1>>[C:1]([C:5]1[N:10]=[CH:9][C:8]([C:11]2[N:12]([C:32]([N:38]3[CH2:43][CH2:42][CH:41]([N:44]4[CH2:49][CH2:48][O:47][CH2:46][CH2:45]4)[CH2:40][CH2:39]3)=[O:33])[C@@:13]([C:25]3[CH:26]=[CH:27][C:28]([Cl:31])=[CH:29][CH:30]=3)([CH3:24])[C@@:14]([C:17]3[CH:18]=[CH:19][C:20]([Cl:23])=[CH:21][CH:22]=3)([CH3:16])[N:15]=2)=[C:7]([O:35][CH2:36][CH3:37])[CH:6]=1)([CH3:2])([CH3:3])[CH3:4]. Yields the product C(C)(C)(C)C1=CC(=C(C=N1)C=1N([C@]([C@](N1)(C)C1=CC=C(C=C1)Cl)(C)C1=CC=C(C=C1)Cl)C(=O)N1CCC(CC1)N1CCOCC1)OCC ([(4S,5R)-2-(6-tert-Butyl-4-ethoxy-pyridin-3-yl)-4,5-bis-(4-chloro-phenyl)-4,5-dimethyl-4,5-dihydro-imidazol-1-yl]-(4-morpholin-4-yl-piperidin-1-yl)-methanone). Procedure details: In a manner analogous to the method described in examples 8, (4S,5R)-2-(6-tert-butyl-4-ethoxy-pyridin-3-yl)-4,5-bis-(4-chloro-phenyl)-4,5-dimethyl-4,5-dihydro-imidazole-1-carbonyl chloride (example 51) was coupled with 4-piperidin-4-yl-morpholine (Aldrich) to give the title compound. HR-MS (ES, m/z) calculated for C38H48Cl2N5O3 [(M+H)+] 692.3129, observed 692.3123. Starting materials: C(C)(C)(C)C1=CC(=C(C=N1)C=1N([C@]([C@](N1)(C)C1=CC=C(C=C1)Cl)(C)C1=CC=C(C=C1)Cl)C(=O)Cl)OCC ((4S,5R)-2-(6-tert-butyl-4-ethoxy-pyridin-3-yl)-4,5-bis-(4-chloro-phenyl)-4,5-dimethyl-4,5-dihydro-imidazole-1-carbonyl chloride), N1CCC(CC1)N1CCOCC1 (4-piperidin-4-yl-morpholine). Reactants: C(C)(C)(C)OC(NCC=1N(C(C2=CC=C(C=C2C1C1=CC=CC=C1)C=1N=NNN1)=O)CC(C)C)=O (Tert-butyl[2-isobutyl-1-oxo-4-phenyl-6-(2H-tetrazol-5-yl)-1,2-dihydro-3-isoquinolinyl]methylcarbamate), Cl (hydrogen chloride). Solvent: O1CCCC1 (tetrahydrofuran), C(C)(=O)OCC (ethyl acetate). Reaction conditions: time 17 hour. Product: Cl.NCC=1N(C(C2=CC=C(C=C2C1C1=CC=CC=C1)C=1N=NNN1)=O)CC(C)C (3-(Aminomethyl)-2-isobutyl-4-phenyl-6-(2H-tetrazol-5-yl)-1(2H)-isoquinolinone hydrochloride). Yield: 97.0%. As a reaction SMILES: C(OC(=O)[NH:7][CH2:8][C:9]1[N:10]([CH2:31][CH:32]([CH3:34])[CH3:33])[C:11](=[O:30])[C:12]2[C:17]([C:18]=1[C:19]1[CH:24]=[CH:23][CH:22]=[CH:21][CH:20]=1)=[CH:16][C:15]([C:25]1[N:26]=[N:27][NH:28][N:29]=1)=[CH:14][CH:13]=2)(C)(C)C.[ClH:36]>O1CCCC1.C(OCC)(=O)C>[ClH:36].[NH2:7][CH2:8][C:9]1[N:10]([CH2:31][CH:32]([CH3:34])[CH3:33])[C:11](=[O:30])[C:12]2[C:17]([C:18]=1[C:19]1[CH:20]=[CH:21][CH:22]=[CH:23][CH:24]=1)=[CH:16][C:15]([C:25]1[N:26]=[N:27][NH:28][N:29]=1)=[CH:14][CH:13]=2 |f:4.5|. Reported procedure: Tert-butyl[2-isobutyl-1-oxo-4-phenyl-6-(2H-tetrazol-5-yl)-1,2-dihydro-3-isoquinolinyl]methylcarbamate (0.15 g, 0.32 mmol) was dissolved in tetrahydrofuran (4 mL) and a solution (4 mL) of 4N hydrogen chloride in ethyl acetate was added thereto. This mixture was stirred at room temperature for 17 h, and the precipitated crystals were collected by filtration to give the title compound (0.13 g, 97%) as colorless crystals. Reactants: C(OC(C(F)(F)F)C(F)(F)F)F (sevoflurane), alcohols, FC(C(C(F)(F)F)O)(F)F (hexafluoroisopropanol), BrCC(=O)OCC (ethyl alpha-bromoacetate). Yields the product FC(C(C(F)(F)F)OCC(=O)O)(F)F (alpha-(hexafluoroisopropoxy)acetic acid). The yield is 66.0%. As a reaction SMILES: [CH2:1](F)[O:2][CH:3]([C:8]([F:11])([F:10])[F:9])[C:4]([F:7])([F:6])[F:5].FC(F)(F)C(O)C(F)(F)F.BrC[C:25]([O:27]CC)=[O:26]>>[F:5][C:4]([F:7])([F:6])[CH:3]([O:2][CH2:1][C:25]([OH:27])=[O:26])[C:8]([F:11])([F:10])[F:9]. Procedure details: U.S. Pat. No. 6,271,422 describes the synthesis of sevoflurane by fluoromethylation of alcohols via decarboxylative halogenation. In this way, hexafluoroisopropanol is submitted to reaction with ethyl alpha-bromoacetate providing alpha-(hexafluoroisopropoxy)acetic acid in a yield of 66%. This intermediate is subjected to reaction with highly toxic lead tetra-acetate, using carcinogenic benzene as the solvent. In the reaction sequence, the homogeneous benzene/sevochlorane solution, which is insep...